Dataset: the Open Reaction Database (ORD), a public repository of structured organic reaction records. Task: describe an organic reaction: reactants, conditions, products, and yield Reactants: C=C[Sn](CCCC)(CCCC)CCCC, COC(=O)C(C)(C)Oc1ccc(CCCC2CN(Cc3ccc(C(C)(C)C)cc3)C(=O)N2C)cc1I, Cc1ccccc1, [Pd], c1ccc(P(c2ccccc2)c2ccccc2)cc1, c1ccc(P(c2ccccc2)c2ccccc2)cc1, c1ccc(P(c2ccccc2)c2ccccc2)cc1, c1ccc(P(c2ccccc2)c2ccccc2)cc1. Product: C=Cc1cc(CCCC2CN(Cc3ccc(C(C)(C)C)cc3)C(=O)N2C)ccc1OC(C)(C)C(=O)OC. As a reaction SMILES: [CH2:37]([CH2:38][CH2:50][CH3:51])[Sn:39]([CH2:40][CH2:41][CH2:42][CH3:43])([CH2:44][CH2:45][CH2:46][CH3:47])[CH:48]=[CH2:49].[CH3:1][O:2][C:3]([C:4]([CH3:5])([CH3:6])[O:7][c:8]1[c:9]([I:35])[cH:10][c:11]([CH2:14][CH2:15][CH2:16][CH:17]2[N:18]([CH3:34])[C:19](=[O:33])[N:20]([CH2:22][c:23]3[cH:24][cH:25][c:26]([C:29]([CH3:30])([CH3:31])[CH3:32])[cH:27][cH:28]3)[CH2:21]2)[cH:12][cH:13]1)=[O:36].[CH3:52][c:53]1[cH:54][cH:55][cH:56][cH:57][cH:58]1.[Pd:59].[c:117]1([P:118]([c:119]2[cH:120][cH:121][cH:122][cH:123][cH:124]2)[c:125]2[cH:126][cH:127][cH:128][cH:129][cH:130]2)[cH:131][cH:132][cH:133][cH:134][cH:135]1.[c:60]1([P:61]([c:62]2[cH:63][cH:64][cH:65][cH:66][cH:67]2)[c:68]2[cH:69][cH:70][cH:71][cH:72][cH:73]2)[cH:74][cH:75][cH:76][cH:77][cH:78]1.[c:79]1([P:80]([c:81]2[cH:82][cH:83][cH:84][cH:85][cH:86]2)[c:87]2[cH:88][cH:89][cH:90][cH:91][cH:92]2)[cH:93][cH:94][cH:95][cH:96][cH:97]1.[c:98]1([P:99]([c:100]2[cH:101][cH:102][cH:103][cH:104][cH:105]2)[c:106]2[cH:107][cH:108][cH:109][cH:110][cH:111]2)[cH:112][cH:113][cH:114][cH:115][cH:116]1>>[CH3:1][O:2][C:3]([C:4]([CH3:5])([CH3:6])[O:7][c:8]1[c:9]([CH:37]=[CH2:38])[cH:10][c:11]([CH2:14][CH2:15][CH2:16][CH:17]2[N:18]([CH3:34])[C:19](=[O:33])[N:20]([CH2:22][c:23]3[cH:24][cH:25][c:26]([C:29]([CH3:30])([CH3:31])[CH3:32])[cH:27][cH:28]3)[CH2:21]2)[cH:12][cH:13]1)=[O:36]. Product: ClC1=CC=C(C=C1)S(=O)(=O)NCCCCCC(C(=O)O)(C)C (7-(4-Chlorophenylsulphonamido)-2,2-dimethylheptanoic Acid). RXN SMILES: C([O:3][C:4](=[O:24])[C:5]([CH3:23])([CH3:22])[CH2:6][CH2:7][CH2:8][CH2:9][CH2:10][NH:11][S:12]([C:15]1[CH:20]=[CH:19][C:18]([Cl:21])=[CH:17][CH:16]=1)(=[O:14])=[O:13])C.[OH-].[Na+]>>[Cl:21][C:18]1[CH:17]=[CH:16][C:15]([S:12]([NH:11][CH2:10][CH2:9][CH2:8][CH2:7][CH2:6][C:5]([CH3:23])([CH3:22])[C:4]([OH:24])=[O:3])(=[O:13])=[O:14])=[CH:20][CH:19]=1 |f:1.2|. The reactants are C(C)OC(C(CCCCCNS(=O)(=O)C1=CC=C(C=C1)Cl)(C)C)=O (Ethyl-7-(4-chlorophenylsulphonamido)-2,2-dimethylheptanoate), [OH-].[Na+] (sodium hydroxide). The yield is 6.1%. Procedure details: Ethyl-7-(4-chlorophenylsulphonamido)-2,2-dimethylheptanoate (3.5 g, 0.09 mol) was treated with sodium hydroxide by the method described in Example 5(iii) to give the title compound (1.9 g) m.p. 132°-3° C. (dichloroethane/40°-60° petroleum ether). Reaction conditions: time 1 hour. Run in C1(=CC=CC=C1)C (toluene). As a reaction SMILES: [CH2:1]([C:11]12C[CH:14]([CH2:15][CH2:16]1)[CH:13]=[CH:12]2)[CH2:2][CH2:3][CH2:4][CH2:5][CH2:6][CH2:7][CH2:8][CH2:9]C.[CH2:18]=[CH:19][CH2:20][CH2:21][CH2:22][CH3:23].[I-].C([Al+][CH2:28][CH3:29])C.C(CN)O>C1(C)C=CC=CC=1>[CH2:4]([CH:5]1[CH2:6][CH:7]2[CH2:28][CH:29]1[CH:9]=[CH:8]2)[CH2:3][CH2:2][CH2:1][CH2:11][CH2:12][CH2:13][CH2:14][CH2:15][CH3:16].[CH2:18]=[CH:19][CH2:20][CH2:21][CH2:22][CH3:23] |f:2.3,6.7|. Yields the product C(CCCCCCCCC)C1C2C=CC(C1)C2.C=CCCCC (5-Decyl-2-Norbornene 1-Hexene). Reported procedure: 50 ml dry toluene cosolvent, 7 ml decylnorbornene, 0.8 ml of the 1-hexene solution, and 0.9 ml of the diethylaluminum iodide solution were charged to a dry, nitrogenpurged 7 oz. bottle. 1.1 ml of the MoCl5 solution was charged last, and the bottle was shaken. After 1 hour the reaction was shortstopped using a mixture of 0.1 ml ethanolamine and 0.5 ml Solution A. No antioxidant was added. The polymer cement was coagulated using excess Solution A in a Waring blender. About 4.5 grams of a solid, ri... The reactants are C(CCCCCCCCC)C12C=CC(CC1)C2 (decylnorbornene), C=CCCCC (1-hexene), [I-].C(C)[Al+]CC (diethylaluminum iodide), C(O)CN (ethanolamine), Solution A, MoCl5, Solution A. Reactants: NCc1ccccc1, Cn1ccc(C=O)c1, CC(=O)O, CCO, C[N+](=O)[O-]. The product is Cn1ccc(C=C[N+](=O)[O-])c1. Reaction SMILES: [CH2:13]([NH2:14])[c:15]1[cH:16][cH:17][cH:18][cH:19][cH:20]1.[CH3:1][n:2]1[cH:3][c:4]([CH:7]=[O:8])[cH:5][cH:6]1.[CH3:21][C:22](=[O:23])[OH:24].[CH3:25][CH2:26][OH:27].[N+:9](=[O:10])([O-:11])[CH3:12]>>[CH3:1][n:2]1[cH:3][c:4]([CH:7]=[CH:12][N+:9](=[O:10])[O-:11])[cH:5][cH:6]1. The reactants are Brc1ncccc1OC(c1cccnc1)c1cccnc1, CC(C)(C)[O-], [Na+], c1ccc2c(c1)NCCO2, C1COCCO1, O. Yields the product c1cncc(C(Oc2cccnc2N2CCOc3ccccc32)c2cccnc2)c1. Reaction SMILES: [Br:1][c:2]1[n:3][cH:4][cH:5][cH:6][c:7]1[O:8][CH:9]([c:10]1[cH:11][n:12][cH:13][cH:14][cH:15]1)[c:16]1[cH:17][n:18][cH:19][cH:20][cH:21]1.[CH3:32][C:33]([CH3:34])([O-:35])[CH3:36].[Na+:37].[O:22]1[CH2:23][CH2:24][NH:25][c:26]2[c:27]1[cH:28][cH:29][cH:30][cH:31]2.[O:38]1[CH2:39][CH2:40][O:41][CH2:42][CH2:43]1.[OH2:44]>>[c:2]1([N:25]2[CH2:24][CH2:23][O:22][c:27]3[c:26]2[cH:31][cH:30][cH:29][cH:28]3)[n:3][cH:4][cH:5][cH:6][c:7]1[O:8][CH:9]([c:10]1[cH:11][n:12][cH:13][cH:14][cH:15]1)[c:16]1[cH:17][n:18][cH:19][cH:20][cH:21]1. Starting materials: O=C(O)c1cc(NCc2ccccc2)c(-c2ccccc2)c(S(=O)(=O)Cl)c1, CCCCSc1cc(C(=O)O)cc(S(=O)(=O)Cl)c1-c1ccccc1, O. Product: CCCCSc1cc(C(=O)O)cc(S(N)(=O)=O)c1-c1ccccc1. Reaction SMILES: [CH2:1]([NH:8][c:2]1[cH:3][c:4]([C:19]([OH:20])=[O:21])[cH:5][c:6]([S:7]([Cl:9])(=[O:10])=[O:11])[c:12]1-[c:13]1[cH:14][cH:15][cH:16][cH:17][cH:18]1)[c:22]1[cH:23][cH:24][cH:25][cH:26][cH:27]1.[CH2:28]([CH2:29][CH2:30][CH3:31])[S:32][c:33]1[cH:34][c:35]([C:36](=[O:37])[OH:38])[cH:39][c:40]([S:48](=[O:49])(=[O:50])[Cl:51])[c:41]1-[c:42]1[cH:43][cH:44][cH:45][cH:46][cH:47]1.[OH2:52]>>[NH2:8][S:48]([c:40]1[cH:39][c:35]([C:36](=[O:37])[OH:38])[cH:34][c:33]([S:32][CH2:28][CH2:29][CH2:30][CH3:31])[c:41]1-[c:42]1[cH:43][cH:44][cH:45][cH:46][cH:47]1)(=[O:49])=[O:50].